Dataset: the Open Reaction Database (ORD), a public repository of structured organic reaction records. Task: describe an organic reaction: reactants, conditions, products, and yield The product is CCOC(=O)CN(C)CCC(Oc1ccc(Oc2cccc(C(F)(F)F)c2)cc1)c1ccccc1. The reactants are CCOC(=O)CNC, CN1CCCC1=O, CCN(C(C)C)C(C)C, Cl, O, FC(F)(F)c1cccc(Oc2ccc(OC(CCCl)c3ccccc3)cc2)c1. As a reaction SMILES: [CH2:30]([CH3:31])[O:32][C:33]([CH2:34][NH:35][CH3:36])=[O:37].[CH3:47][N:48]1[CH2:49][CH2:50][CH2:51][C:52]1=[O:53].[CH:38]([N:39]([CH:40]([CH3:41])[CH3:42])[CH2:43][CH3:44])([CH3:45])[CH3:46].[ClH:29].[OH2:54].[c:1]1([CH:7]([CH2:8][CH2:9][Cl:10])[O:11][c:12]2[cH:13][cH:14][c:15]([O:18][c:19]3[cH:20][c:21]([C:25]([F:26])([F:27])[F:28])[cH:22][cH:23][cH:24]3)[cH:16][cH:17]2)[cH:2][cH:3][cH:4][cH:5][cH:6]1>>[c:1]1([CH:7]([CH2:8][CH2:9][N:35]([CH2:34][C:33]([O:32][CH2:30][CH3:31])=[O:37])[CH3:36])[O:11][c:12]2[cH:13][cH:14][c:15]([O:18][c:19]3[cH:20][c:21]([C:25]([F:26])([F:27])[F:28])[cH:22][cH:23][cH:24]3)[cH:16][cH:17]2)[cH:2][cH:3][cH:4][cH:5][cH:6]1. Yields the product Cc1cc(O)c(C(=O)C=Cc2cccc(OCCNC(=O)OC(C)(C)C)c2)c(=O)n1C. RXN SMILES: [C:22]([CH3:23])([CH3:24])([CH3:25])[O:26][C:27](=[O:28])[NH:29][CH2:30][CH2:31][OH:32].[O:52]=[C:53]([O:54][CH2:55][CH3:56])[N:57]=[N:58][C:59]([O:60][CH2:61][CH3:62])=[O:63].[O:64]1[CH2:65][CH2:66][CH2:67][CH2:68]1.[OH:1][c:2]1[c:3]([C:11]([CH:12]=[CH:13][c:14]2[cH:15][c:16]([OH:20])[cH:17][cH:18][cH:19]2)=[O:21])[c:4](=[O:10])[n:5]([CH3:9])[c:6]([CH3:8])[cH:7]1.[c:33]1([P:34]([c:35]2[cH:36][cH:37][cH:38][cH:39][cH:40]2)[c:41]2[cH:42][cH:43][cH:44][cH:45][cH:46]2)[cH:47][cH:48][cH:49][cH:50][cH:51]1>>[OH:1][c:2]1[c:3]([C:11]([CH:12]=[CH:13][c:14]2[cH:15][c:16]([O:20][CH2:31][CH2:30][NH:29][C:27]([O:26][C:22]([CH3:23])([CH3:24])[CH3:25])=[O:28])[cH:17][cH:18][cH:19]2)=[O:21])[c:4](=[O:10])[n:5]([CH3:9])[c:6]([CH3:8])[cH:7]1. Starting materials: CC(C)(C)OC(=O)NCCO, CCOC(=O)N=NC(=O)OCC, C1CCOC1, Cc1cc(O)c(C(=O)C=Cc2cccc(O)c2)c(=O)n1C, c1ccc(P(c2ccccc2)c2ccccc2)cc1. The reactants are CCc1ccc(-c2ccc(C(F)(F)F)c(NCCCO)n2)cc1, C1CCOC1, O=C(N=NC(=O)N1CCCCC1)N1CCCCC1, CCOC(=O)CC1CCc2cc(O)ccc21, c1ccc(P(c2ccccc2)c2ccccc2)cc1. The product is CCOC(=O)CC1CCc2cc(OCCCNc3nc(-c4ccc(CC)cc4)ccc3C(F)(F)F)ccc21. RXN SMILES: [CH2:1]([CH3:2])[c:3]1[cH:4][cH:5][c:6](-[c:9]2[cH:10][cH:11][c:12]([C:20]([F:21])([F:22])[F:23])[c:13]([NH:15][CH2:16][CH2:17][CH2:18][OH:19])[n:14]2)[cH:7][cH:8]1.[CH2:77]1[O:78][CH2:79][CH2:80][CH2:81]1.[N:59]([C:60]([N:61]1[CH2:62][CH2:63][CH2:64][CH2:65][CH2:66]1)=[O:67])=[N:68][C:69]([N:70]1[CH2:71][CH2:72][CH2:73][CH2:74][CH2:75]1)=[O:76].[OH:24][c:25]1[cH:26][c:27]2[c:31]([cH:32][cH:33]1)[CH:30]([CH2:34][C:35](=[O:36])[O:37][CH2:38][CH3:39])[CH2:29][CH2:28]2.[c:40]1([P:41]([c:42]2[cH:43][cH:44][cH:45][cH:46][cH:47]2)[c:48]2[cH:49][cH:50][cH:51][cH:52][cH:53]2)[cH:54][cH:55][cH:56][cH:57][cH:58]1>>[CH2:1]([CH3:2])[c:3]1[cH:4][cH:5][c:6](-[c:9]2[cH:10][cH:11][c:12]([C:20]([F:21])([F:22])[F:23])[c:13]([NH:15][CH2:16][CH2:17][CH2:18][O:19][c:25]3[cH:26][c:27]4[c:31]([cH:32][cH:33]3)[CH:30]([CH2:34][C:35](=[O:36])[O:37][CH2:38][CH3:39])[CH2:29][CH2:28]4)[n:14]2)[cH:7][cH:8]1. Reactants: CC(C)(C)c1ccc(CCCCC(=O)CC2CCCCC2)cc1N, ClCCl, CCOCC, CN(C)C=O, O=C(Cl)C(=O)Cl, O=C(O)CC1c2ccccc2Oc2ccccc21, c1ccncc1. The product is CC(C)(C)c1ccc(CCCCC(=O)CC2CCCCC2)cc1NC(=O)CC1c2ccccc2Oc2ccccc21. Reaction SMILES: [C:30]([CH3:31])([CH3:32])([CH3:33])[c:34]1[c:35]([NH2:36])[cH:37][c:38]([CH2:41][CH2:42][CH2:43][CH2:44][C:45]([CH2:46][CH:47]2[CH2:48][CH2:49][CH2:50][CH2:51][CH2:52]2)=[O:53])[cH:39][cH:40]1.[CH2:65]([Cl:66])[Cl:67].[CH3:54][CH2:55][O:56][CH2:57][CH3:58].[CH3:7][N:8]([CH3:9])[CH:10]=[O:11].[Cl:1][C:2]([C:3]([Cl:4])=[O:5])=[O:6].[cH:12]1[cH:13][cH:14][cH:15][c:16]2[c:25]1[CH:24]([CH2:26][C:27](=[O:28])[OH:29])[c:23]1[c:18]([cH:19][cH:20][cH:21][cH:22]1)[O:17]2.[cH:59]1[cH:60][cH:61][n:62][cH:63][cH:64]1>>[cH:12]1[cH:13][cH:14][cH:15][c:16]2[c:25]1[CH:24]([CH2:26][C:27](=[O:28])[NH:36][c:35]1[c:34]([C:30]([CH3:31])([CH3:32])[CH3:33])[cH:40][cH:39][c:38]([CH2:41][CH2:42][CH2:43][CH2:44][C:45]([CH2:46][CH:47]3[CH2:48][CH2:49][CH2:50][CH2:51][CH2:52]3)=[O:53])[cH:37]1)[c:23]1[c:18]([cH:19][cH:20][cH:21][cH:22]1)[O:17]2. The reactants are COC1=C(C=CC=C1)C(C)=O (2′-methoxyacetophenone), CC=1C=C(C=O)C=C(C1O)C (3,5-dimethyl-4-hydroxybenzaldehyde). Product: COC1=C(C=CC=C1)C(C=CC1=CC(=C(C(=C1)C)O)C)=O (1-[2-methoxyphenyl]-3-[3,5-dimethyl-4-hydroxyphenyl]prop-2-en-1-one). Reaction SMILES: [CH3:1][O:2][C:3]1[CH:8]=[CH:7][CH:6]=[CH:5][C:4]=1[C:9](=[O:11])[CH3:10].[CH3:12][C:13]1[CH:14]=[C:15]([CH:18]=[C:19]([CH3:22])[C:20]=1[OH:21])[CH:16]=O>>[CH3:1][O:2][C:3]1[CH:8]=[CH:7][CH:6]=[CH:5][C:4]=1[C:9](=[O:11])[CH:10]=[CH:16][C:15]1[CH:18]=[C:19]([CH3:22])[C:20]([OH:21])=[C:13]([CH3:12])[CH:14]=1. Procedure: This compound was synthesized from 2′-methoxyacetophenone and 3,5-dimethyl-4-hydroxybenzaldehyde according to general method 1 described earlier. Starting materials: BrCc1ccccc1, CN(C)C=O, COc1cc(C=O)c(F)cc1O, [H-], [Na+], O. Yields the product COc1cc(C=O)c(F)cc1OCc1ccccc1. As a reaction SMILES: [Br:15][CH2:16][c:17]1[cH:18][cH:19][cH:20][cH:21][cH:22]1.[CH3:24][N:25]([CH3:26])[CH:27]=[O:28].[F:1][c:2]1[c:3]([CH:4]=[O:5])[cH:6][c:7]([O:11][CH3:12])[c:8]([OH:10])[cH:9]1.[H-:13].[Na+:14].[OH2:23]>>[F:1][c:2]1[c:3]([CH:4]=[O:5])[cH:6][c:7]([O:11][CH3:12])[c:8]([O:10][CH2:16][c:17]2[cH:18][cH:19][cH:20][cH:21][cH:22]2)[cH:9]1. The reactants are CO, CCOCC, [K+], [OH-], OCCO, CC1=C(O)C(=O)N(c2ccc3nc[nH]c3c2)C1c1ccc(C2CCC(N3CCOCC3)CC2)cc1. Product: COC1=C(C)C(c2ccc(C3CCC(N4CCOCC4)CC3)cc2)N(c2ccc3nc[nH]c3c2)C1=O. RXN SMILES: [CH3:47][OH:48].[CH3:7][CH2:8][O:9][CH2:10][CH3:11].[K+:2].[OH-:1].[OH:3][CH2:4][CH2:5][OH:6].[nH:12]1[cH:13][n:14][c:15]2[c:16]1[cH:17][c:18]([N:21]1[C:22](=[O:46])[C:23]([OH:45])=[C:24]([CH3:44])[CH:25]1[c:26]1[cH:27][cH:28][c:29]([CH:32]3[CH2:33][CH2:34][CH:35]([N:38]4[CH2:39][CH2:40][O:41][CH2:42][CH2:43]4)[CH2:36][CH2:37]3)[cH:30][cH:31]1)[cH:19][cH:20]2>>[CH3:4][O:45][C:23]1=[C:24]([CH3:44])[CH:25]([c:26]2[cH:27][cH:28][c:29]([CH:32]3[CH2:33][CH2:34][CH:35]([N:38]4[CH2:39][CH2:40][O:41][CH2:42][CH2:43]4)[CH2:36][CH2:37]3)[cH:30][cH:31]2)[N:21]([c:18]2[cH:17][c:16]3[nH:12][cH:13][n:14][c:15]3[cH:20][cH:19]2)[C:22]1=[O:46].